From a dataset of the Open Reaction Database (ORD), a public repository of structured organic reaction records. describe an organic reaction: reactants, conditions, products, and yield As a reaction SMILES: C(O)[C@H]([C@H]([C@@H]([C@@H](CO)O)O)O)O.[CH3:13][CH2:14][C:15]([N:17]([CH:24]1[CH2:29][CH2:28][N:27]([CH2:30][CH2:31][C:32]2[CH:33]=[CH:34][CH:35]=[CH:36][CH:37]=2)[CH2:26][CH2:25]1)[C:18]1[CH:19]=[CH:20][CH:21]=[CH:22][CH:23]=1)=[O:16].C(C(O)(C(O)=O)CC(O)=O)C(O)=O.COC([C@@H](NC([C@@H](N)CC(O)=O)=O)CC1C=CC=CC=1)=O>O>[CH3:13][CH2:14][C:15]([N:17]([CH:24]1[CH2:25][CH2:26][N:27]([CH2:30][CH2:31][C:32]2[CH:37]=[CH:36][CH:35]=[CH:34][CH:33]=2)[CH2:28][CH2:29]1)[C:18]1[CH:19]=[CH:20][CH:21]=[CH:22][CH:23]=1)=[O:16] |f:1.2|. Reactants: CCC(=O)N(C=1C=CC=CC1)C2CCN(CC2)CCC=3C=CC=CC3.C(C(=O)O)C(CC(=O)O)(C(=O)O)O (fentanyl citrate), COC(=O)[C@H](CC=1C=CC=CC1)NC(=O)[C@H](CC(=O)O)N (aspartame), C([C@@H](O)[C@@H](O)[C@H](O)[C@H](O)CO)O (mannitol). Yields the product CCC(=O)N(C=1C=CC=CC1)C2CCN(CC2)CCC=3C=CC=CC3 (Fentanyl). Reported procedure: Gelatin (765 g) and mannitol (540 g) were dispersed in a portion of purified water (16 kg) by mixing thoroughly in the bowl of a vacuum mixer. The mix was then heated to 40° C.±2° C. and homogenised for ten minutes to allow complete dissolution of the solids. The mix was cooled down to room temperature (20–24° C.). When cooled, the fentanyl citrate (22.68 g), the aspartame (90 g), and mint flavour (90 g) were added sequentially to the mix. The mix was then homogenized to ensure complete dissolut... The solvent is O (water), O (water). Starting materials: CNC (dimethylamine), Cl.COC(C(=O)Cl)C1=NC=CC=C1 (2-Methoxy-2-(2-pyridyl)acetyl chloride hydrochloride), COC(C(=O)O)C1=NC=CC=C1 (2-methoxy-2-(2-pyridyl)acetic acid), S(=O)(Cl)Cl (thionyl chloride), [OH-].[Na+] (sodium hydroxide). The solvent is C(Cl)(Cl)Cl (chloroform), C(Cl)(Cl)Cl (chloroform), C1=CC=CC=C1 (benzene). Run at time 4 hour. Product: C(C)(=O)N (acetamide), COC(C(=O)N(C)C)C1=NC=CC=C1 (2-methoxy-N,N-dimethyl-2-(2-pyridyl)acetamide). Reaction SMILES: Cl.CO[CH:4]([C:8]1C=CC=C[N:9]=1)C(Cl)=O.[CH3:14][O:15][CH:16]([C:20]1[CH:25]=[CH:24][CH:23]=[CH:22][N:21]=1)[C:17](O)=[O:18].S(Cl)(Cl)=O.[CH3:30][NH:31][CH3:32].[OH-].[Na+]>C1C=CC=CC=1.C(Cl)(Cl)Cl>[C:8]([NH2:9])(=[O:15])[CH3:4].[CH3:14][O:15][CH:16]([C:20]1[CH:25]=[CH:24][CH:23]=[CH:22][N:21]=1)[C:17]([N:31]([CH3:32])[CH3:30])=[O:18] |f:0.1,5.6|. Procedure: Alternatively, 2-methoxy-N,N-dimethyl-2-pyridyl)acetamide is prepared by the following procedure. 2-Methoxy-2-(2-pyridyl)acetyl chloride hydrochloride, 22 g., [prepared by reacting 2-methoxy-2-(2-pyridyl)acetic acid in benzene with thionyl chloride] in 100 ml. of chloroform is added dropwise and with cooling to 50 g. of dimethylamine in 100 ml. of chloroform. The mixture is stirred for 4 hours, then 50 ml. of 5% aqueous sodium hydroxide is added and the chloroform solution is dried and concentra...